This data is from the Open Reaction Database (ORD), a public repository of structured organic reaction records. The task is: describe an organic reaction: reactants, conditions, products, and yield Starting materials: C(C)[Mg]Br (Ethyl magnesium bromide), N1(CC(CCC1)C(=O)OCC)C(=O)OC(C)(C)C (1-tert-butyl 3-ethyl piperidine-1,3-dicarboxylate), C(Cl)Cl (DCM), C(=O)(C(F)(F)F)O (TFA). The solvent is C(C)OCC (diethyl ether), C1CCOC1 (THF). Reaction conditions: time 30 minute. Yields the product Cl.N1CC(CCC1)C(CC)(CC)O (3-Piperidin-3-ylpentan-3-ol hydrochloride). As a reaction SMILES: [CH2:1]([Mg]Br)[CH3:2].[N:5]1(C(OC(C)(C)C)=O)[CH2:10][CH2:9][CH2:8][CH:7]([C:11]([O:13]CC)=O)[CH2:6]1.[C:23](O)([C:25](F)(F)F)=O.C(Cl)[Cl:31]>C(OCC)C.C1COCC1>[ClH:31].[NH:5]1[CH2:10][CH2:9][CH2:8][CH:7]([C:11]([OH:13])([CH2:1][CH3:2])[CH2:23][CH3:25])[CH2:6]1 |f:6.7|. Procedure: Ethyl magnesium bromide (15 mL, 1M in diethyl ether, 15 mmol) was added dropwise to a solution of the 1-tert-butyl 3-ethyl piperidine-1,3-dicarboxylate (1.29 g, 5 mmol) in diethyl ether (20 mL) and THF (20 mL) during 10 min. The mixture was stirred for 30 min and thereafter slowly quenched with NH3Cl solution (10 mL, 3M). The phases were separated and the organic phase was evaporated to yield a yellow oil. The oil was dissolved in DCM (2 mL) and TFA (2 mL) was added and the reaction was left for...